From a dataset of the Open Reaction Database (ORD), a public repository of structured organic reaction records. describe an organic reaction: reactants, conditions, products, and yield The reactants are C1(=CC=CC=C1)OC=1C=C(C=CC1)CO ((3-(phenyloxy)phenyl)methanol), S(=O)(Cl)Cl (thionyl chloride). Run in C(Cl)(Cl)Cl (chloroform). Yields the product ClCC1=CC(=CC=C1)OC1=CC=CC=C1 (1-(chloromethyl)-3-(phenyloxy)benzene). The yield is 99.0%. Reaction SMILES: [C:1]1([O:7][C:8]2[CH:9]=[C:10]([CH2:14]O)[CH:11]=[CH:12][CH:13]=2)[CH:6]=[CH:5][CH:4]=[CH:3][CH:2]=1.S(Cl)([Cl:18])=O>C(Cl)(Cl)Cl>[Cl:18][CH2:14][C:10]1[CH:11]=[CH:12][CH:13]=[C:8]([O:7][C:1]2[CH:6]=[CH:5][CH:4]=[CH:3][CH:2]=2)[CH:9]=1. Procedure details: To a solution of (3-(phenyloxy)phenyl)methanol (10 g, 49.4 mmol) in chloroform (20 ml) was added thionyl chloride (36 ml, 500 mmol) and the mixture was heated under reflux overnight. The reaction solution was concentrated. The residue was purified by silica gel column chromatography (ethyl acetate) to give 1-(chloromethyl)-3-(phenyloxy)benzene (10.7 g, 98%).